From a dataset of the Open Reaction Database (ORD), a public repository of structured organic reaction records. describe an organic reaction: reactants, conditions, products, and yield Reactants: CC(O)c1c(N2CCCC(NC(=O)OC(C)(C)C)C2)n(Cc2ccccc2Cl)c2c(=O)n(C)c(=O)n(C)c12, ClCCl. Yields the product CC(=O)c1c(N2CCCC(NC(=O)OC(C)(C)C)C2)n(Cc2ccccc2Cl)c2c(=O)n(C)c(=O)n(C)c12. As a reaction SMILES: [Cl:1][c:2]1[c:3]([CH2:4][n:5]2[c:6]([N:21]3[CH2:22][CH:23]([NH:27][C:28]([O:29][C:30]([CH3:31])([CH3:32])[CH3:33])=[O:34])[CH2:24][CH2:25][CH2:26]3)[c:7]([CH:18]([CH3:19])[OH:20])[c:8]3[n:9]([CH3:17])[c:10](=[O:16])[n:11]([CH3:15])[c:12](=[O:14])[c:13]23)[cH:35][cH:36][cH:37][cH:38]1.[Cl:39][CH2:40][Cl:41]>>[Cl:1][c:2]1[c:3]([CH2:4][n:5]2[c:6]([N:21]3[CH2:22][CH:23]([NH:27][C:28]([O:29][C:30]([CH3:31])([CH3:32])[CH3:33])=[O:34])[CH2:24][CH2:25][CH2:26]3)[c:7]([C:18]([CH3:19])=[O:20])[c:8]3[n:9]([CH3:17])[c:10](=[O:16])[n:11]([CH3:15])[c:12](=[O:14])[c:13]23)[cH:35][cH:36][cH:37][cH:38]1. Starting materials: BrC=1C(=C2C(=NC1)NC=C2NC(C2=CN=CC=C2)=O)N2CCN(CC2)C(CNC(OC(C)(C)C)=O)=O (tert-Butyl 2-(4-(5-bromo-3-(nicotinamido)-1H-pyrrolo[2,3-b]pyridin-4-yl)piperazin-1-yl)-2-oxoethylcarbamate), trihydrochloride, C(=O)(C(F)(F)F)O (TFA). Solvent: C(Cl)Cl (DCM). Conditions: time 1 hour. The product is NCC(=O)N1CCN(CC1)C1=C2C(=NC=C1Br)NC=C2NC(C2=CN=CC=C2)=O (N-(4-(4-(2-aminoacetyl)piperazin-1-yl)-5-bromo-1H-pyrrolo[2,3-b]pyridin-3-yl)nicotinamide). Isolated yield 90.9%. As a reaction SMILES: [Br:1][C:2]1[C:3]([N:20]2[CH2:25][CH2:24][N:23]([C:26](=[O:36])[CH2:27][NH:28]C(=O)OC(C)(C)C)[CH2:22][CH2:21]2)=[C:4]2[C:10]([NH:11][C:12](=[O:19])[C:13]3[CH:18]=[CH:17][CH:16]=[N:15][CH:14]=3)=[CH:9][NH:8][C:5]2=[N:6][CH:7]=1.C(O)(C(F)(F)F)=O>C(Cl)Cl>[NH2:28][CH2:27][C:26]([N:23]1[CH2:22][CH2:21][N:20]([C:3]2[C:2]([Br:1])=[CH:7][N:6]=[C:5]3[NH:8][CH:9]=[C:10]([NH:11][C:12](=[O:19])[C:13]4[CH:18]=[CH:17][CH:16]=[N:15][CH:14]=4)[C:4]=23)[CH2:25][CH2:24]1)=[O:36]. Procedure: tert-Butyl 2-(4-(5-bromo-3-(nicotinamido)-1H-pyrrolo[2,3-b]pyridin-4-yl)piperazin-1-yl)-2-oxoethylcarbamate (0.020 g, 0.036 mmol) was placed in DCM (3 mL). TFA (0.5 mL) was then added, and the reaction was stirred at room temperature for 1 hour. The reaction was then concentrated to dryness. The resulting residue was dissolved in minimal DCM and added to a stirring solution of 1M HCl in ether. The resulting solid product was filtered, washed with ether and dried to give N-(4-(4-(2-aminoacetyl)pi... Starting materials: OC=1C=CC=C2C=CC(=NC12)C (8-hydroxy-2-methylquinoline), [H-].[Na+] (sodium hydride), O (water), ClC1=C(C(=CC=C1OCOC)Cl)COS(=O)(=O)C (2,6-dichloro-1-methylsulfonyloxymethyl-3-(methoxymethoxy)benzene). Solvent: CN(C=O)C (dimethylformamide), CN(C=O)C (dimethylformamide). Reaction conditions: time 1 hour. The product is ClC1=C(COC=2C=CC=C3C=CC(=NC23)C)C(=CC=C1OCOC)Cl (8-[2,6-dichloro-3-(methoxymethoxy)-benzyloxy]-2-methylquinoline). Reaction SMILES: [OH:1][C:2]1[CH:3]=[CH:4][CH:5]=[C:6]2[C:11]=1[N:10]=[C:9]([CH3:12])[CH:8]=[CH:7]2.[H-].[Na+].[Cl:15][C:16]1[C:21]([O:22][CH2:23][O:24][CH3:25])=[CH:20][CH:19]=[C:18]([Cl:26])[C:17]=1[CH2:27]OS(C)(=O)=O.O>CN(C)C=O>[Cl:15][C:16]1[C:21]([O:22][CH2:23][O:24][CH3:25])=[CH:20][CH:19]=[C:18]([Cl:26])[C:17]=1[CH2:27][O:1][C:2]1[CH:3]=[CH:4][CH:5]=[C:6]2[C:11]=1[N:10]=[C:9]([CH3:12])[CH:8]=[CH:7]2 |f:1.2|. Reported procedure: A solution of 8-hydroxy-2-methylquinoline (737 mg) in dimethylformamide was dropwise added to a solution of sodium hydride (60% in oil, 185 mg) in dimethylformamide under ice-bath cooling, and the mixture was stirred for 1 hour at the same temperature. To the mixture was added 2,6-dichloro-1-methylsulfonyloxymethyl-3-(methoxymethoxy)benzene (1.46 g) under ice-bath cooling, and the mixture was stirred for 1 hour at the same temperature. The reaction mixture was poured into water and extracted wit... Reactants: Brc1nccs1, BrCCBr, C1CCOC1, CCCN(C)C(=O)c1cc(I)cc(C(=O)OC)c1, C[Si](C)(C)Cl, [Zn], c1ccc(P(c2ccccc2)(c2ccccc2)[Pd](P(c2ccccc2)(c2ccccc2)c2ccccc2)(P(c2ccccc2)(c2ccccc2)c2ccccc2)P(c2ccccc2)(c2ccccc2)c2ccccc2)cc1. Yields the product CCCN(C)C(=O)c1cc(C(=O)OC)cc(-c2nccs2)c1. RXN SMILES: [Br:10][c:11]1[s:12][cH:13][cH:14][n:15]1.[Br:1][CH2:2][CH2:3][Br:4].[CH2:34]1[O:35][CH2:36][CH2:37][CH2:38]1.[CH3:16][O:17][C:18]([c:19]1[cH:20][c:21]([C:22](=[O:23])[N:24]([CH2:25][CH2:26][CH3:27])[CH3:28])[cH:29][c:30]([I:32])[cH:31]1)=[O:33].[Cl:5][Si:6]([CH3:7])([CH3:8])[CH3:9].[Zn:39].[cH:40]1[cH:41][cH:42][c:43]([P:44]([Pd:45]([P:46]([c:47]2[cH:48][cH:49][cH:50][cH:51][cH:52]2)([c:53]2[cH:54][cH:55][cH:56][cH:57][cH:58]2)[c:59]2[cH:60][cH:61][cH:62][cH:63][cH:64]2)([P:65]([c:66]2[cH:67][cH:68][cH:69][cH:70][cH:71]2)([c:72]2[cH:73][cH:74][cH:75][cH:76][cH:77]2)[c:78]2[cH:79][cH:80][cH:81][cH:82][cH:83]2)[P:84]([c:85]2[cH:86][cH:87][cH:88][cH:89][cH:90]2)([c:91]2[cH:92][cH:93][cH:94][cH:95][cH:96]2)[c:97]2[cH:98][cH:99][cH:100][cH:101][cH:102]2)([c:103]2[cH:104][cH:105][cH:106][cH:107][cH:108]2)[c:109]2[cH:110][cH:111][cH:112][cH:113][cH:114]2)[cH:115][cH:116]1>>[c:11]1(-[c:30]2[cH:29][c:21]([C:22](=[O:23])[N:24]([CH2:25][CH2:26][CH3:27])[CH3:28])[cH:20][c:19]([C:18]([O:17][CH3:16])=[O:33])[cH:31]2)[s:12][cH:13][cH:14][n:15]1.